From a dataset of the Open Reaction Database (ORD), a public repository of structured organic reaction records. describe an organic reaction: reactants, conditions, products, and yield Starting materials: C1CCOC1, COC(=O)C(Cc1nc(-c2ccccc2)c(-c2ccccc2)o1)c1cccc(O[Si](C)(C)C(C)(C)C)c1, [Cl-], N#N, [NH4+]. Product: COC(=O)C(Cc1nc(-c2ccccc2)c(-c2ccccc2)o1)c1cccc(O)c1. As a reaction SMILES: [CH2:42]1[O:43][CH2:44][CH2:45][CH2:46]1.[CH3:1][C:2]([Si:3]([CH3:4])([CH3:5])[O:6][c:7]1[cH:8][c:9]([CH:13]([C:14](=[O:15])[O:16][CH3:17])[CH2:18][c:19]2[o:20][c:21](-[c:30]3[cH:31][cH:32][cH:33][cH:34][cH:35]3)[c:22](-[c:24]3[cH:25][cH:26][cH:27][cH:28][cH:29]3)[n:23]2)[cH:10][cH:11][cH:12]1)([CH3:36])[CH3:37].[Cl-:40].[N:38]#[N:39].[NH4+:41]>>[OH:6][c:7]1[cH:8][c:9]([CH:13]([C:14](=[O:15])[O:16][CH3:17])[CH2:18][c:19]2[o:20][c:21](-[c:30]3[cH:31][cH:32][cH:33][cH:34][cH:35]3)[c:22](-[c:24]3[cH:25][cH:26][cH:27][cH:28][cH:29]3)[n:23]2)[cH:10][cH:11][cH:12]1. The reactants are CC(O)C(NC(=O)OC(C)(C)C)C(=O)O, CN1CCC(N2CCNCC2)CC1, O. Yields the product CC(O)C(NC(=O)OC(C)(C)C)C(=O)N1CCN(C2CCN(C)CC2)CC1. Reaction SMILES: [C:1](=[O:2])([O:3][C:4]([CH3:5])([CH3:6])[CH3:7])[NH:8][CH:9]([CH:10]([OH:11])[CH3:12])[C:13](=[O:14])[OH:15].[CH3:16][N:17]1[CH2:18][CH2:19][CH:20]([N:23]2[CH2:24][CH2:25][NH:26][CH2:27][CH2:28]2)[CH2:21][CH2:22]1.[OH2:29]>>[C:1](=[O:2])([O:3][C:4]([CH3:5])([CH3:6])[CH3:7])[NH:8][CH:9]([CH:10]([OH:11])[CH3:12])[C:13](=[O:15])[N:26]1[CH2:25][CH2:24][N:23]([CH:20]2[CH2:19][CH2:18][N:17]([CH3:16])[CH2:22][CH2:21]2)[CH2:28][CH2:27]1. Starting materials: C(C)(C)(C)OC(=O)N1CC2CN(CC2C1)CC=1SC=2N=C(N=C(C2N1)N1CCOCC1)Cl (5-(5-chloro-7-morpholin-4-yl-thiazolo[5,4-d]pyrimidin-2-ylmethyl)-hexahydro-pyrrolo[3,4-c]pyrrole-2-carboxylic acid tert-butyl ester), C(C)(C)(C)OC(=O)N1CC2(CC1)CCNCC2 (2,8-diaza-spiro[4.5]decane-2-carboxylic acid tert-butyl ester). Product: C(C)(C)(C)OC(=O)N1CC2(CC1)CCN(CC2)CC=2SC=1N=C(N=C(C1N2)N2CCOCC2)Cl (8-(5-Chloro-7-morpholin-4-yl-thiazolo[5,4-d]pyrimidin-2-ylmethyl)-2,8-diaza-spiro[4.5]decane-2-carboxylic acid tert-butyl ester), solid. Isolated yield 80.0%. RXN SMILES: C(OC(N1CC2C([CH2:11][N:12]([CH2:16][C:17]3[S:18][C:19]4[N:20]=[C:21]([Cl:32])[N:22]=[C:23]([N:26]5[CH2:31][CH2:30][O:29][CH2:28][CH2:27]5)[C:24]=4[N:25]=3)[CH2:13]2)C1)=O)(C)(C)C.[C:33]([O:37][C:38]([N:40]1[CH2:44][CH2:43][C:42]2([CH2:49]CNC[CH2:45]2)[CH2:41]1)=[O:39])([CH3:36])([CH3:35])[CH3:34]>>[C:33]([O:37][C:38]([N:40]1[CH2:44][CH2:43][C:42]2([CH2:49][CH2:13][N:12]([CH2:16][C:17]3[S:18][C:19]4[N:20]=[C:21]([Cl:32])[N:22]=[C:23]([N:26]5[CH2:31][CH2:30][O:29][CH2:28][CH2:27]5)[C:24]=4[N:25]=3)[CH2:11][CH2:45]2)[CH2:41]1)=[O:39])([CH3:36])([CH3:34])[CH3:35]. Reported procedure: Prepared according to the method used in the preparation of 5-(5-chloro-7-morpholin-4-yl-thiazolo[5,4-d]pyrimidin-2-ylmethyl)-hexahydro-pyrrolo[3,4-c]pyrrole-2-carboxylic acid tert-butyl ester using 2,8-diaza-spiro[4.5]decane-2-carboxylic acid tert-butyl ester in place of hexahydro-pyrrolo[3,4-c]pyrrole-2-carboxylic acid tert-butyl ester. The title compound was obtained as a white solid (81 mg, 80%). Reactants: S([O-])(O)=O.[Na+] (sodium bisulfite), C([O-])(O)=O.[Na+] (sodium bicarbonate), [C-]#N.[K+] (potassium cyanide), C(C1=CC=CC=C1)N (Benzylamine), C1(CC1)(C=O)C=O (1,1-cyclopropane dicarboaldehyde). The solvent is C(C)(=O)OCC (ethyl acetate), CCCCCC (hexane), C(C)O (ethanol), O (water), C(C)O (ethanol). Yields the product C(C1=CC=CC=C1)NC(C#N)C1(CC1)C=O (2-(Benzylamino)-2-(1-formylcyclopropyl)acetonitrile). Yield: 50.9%. Reaction SMILES: [CH2:1]([NH2:8])[C:2]1[CH:7]=[CH:6][CH:5]=[CH:4][CH:3]=1.[C-:9]#[N:10].[K+].S(=O)(O)[O-].[Na+].[C:17]1([CH:22]=[O:23])([CH:20]=O)[CH2:19][CH2:18]1.C(=O)(O)[O-].[Na+]>C(O)C.O.C(OCC)(=O)C.CCCCCC>[CH2:1]([NH:8][CH:20]([C:17]1([CH:22]=[O:23])[CH2:19][CH2:18]1)[C:9]#[N:10])[C:2]1[CH:7]=[CH:6][CH:5]=[CH:4][CH:3]=1 |f:1.2,3.4,6.7|. Procedure details: Benzylamine (107 mg, 1.0 mmol) was suspended in a mixture of ethanol (0.5 ml) and water (1.5 ml). To the resulting suspension were successively added potassium cyanide (65 mg, 1.0 mmol) and sodium bisulfite (104 mg, 1.0 mmol) under ice cooling and stirring. An ethanol (1.5 ml) solution of 1,1-cyclopropane dicarboaldehyde (98 mg, 1.0 mmol) was added dropwise and the mixture was stirred at the same temperature for 2 hours. A saturated aqueous solution of sodium bicarbonate was added to the reactio... Starting materials: ice water, C([O-])([O-])=O.[K+].[K+] (potassium carbonate), BrBr (bromine), BrBr (bromine), BrBr (bromine), CC1=C(C=CC=C1C(F)(F)F)NC(C)=O (N-[2-methyl-3-(trifluoromethyl)phenyl]acetamide), C(C)(=O)O (acetic acid), C(C)(=O)O (acetic acid), BrBr (bromine), BrBr (bromine). The solvent is C(C)(=O)OCC (ethyl acetate). Conditions: time 8 hour. The product is BrC1=C(C(=C(C=C1)NC(C)=O)C)C(F)(F)F (N-[4-bromo-2-methyl-3-(trifluoromethyl)phenyl]acetamide). Reaction SMILES: [CH3:1][C:2]1[C:7]([C:8]([F:11])([F:10])[F:9])=[CH:6][CH:5]=[CH:4][C:3]=1[NH:12][C:13](=[O:15])[CH3:14].C(O)(=O)C.[Br:20]Br.C(=O)([O-])[O-].[K+].[K+]>C(OCC)(=O)C>[Br:20][C:6]1[CH:5]=[CH:4][C:3]([NH:12][C:13](=[O:15])[CH3:14])=[C:2]([CH3:1])[C:7]=1[C:8]([F:10])([F:11])[F:9] |f:3.4.5|. Procedure: To a mixture of N-[2-methyl-3-(trifluoromethyl)phenyl]acetamide (6.2 g) and acetic acid (40 ml) was added an acetic acid solution (10 ml) of bromine (1.8 ml) under water-cooling. The reaction liquid was stirred at room temperature overnight and then at 50° C. for 2 hours. In addition, to the reaction liquid was added bromine (1.5 ml) under water-cooling, followed by stirring at 50° C. for 1 day. In addition, to the reaction liquid was added bromine (2.0 ml) under water-cooling, followed by stirr... Reactants: N[C@@H]1CC[C@H](CC1)NC(=O)C1=CNC2=C1N=CN=C2C2=C(C=CC(=C2)C)OCC2CC2 (trans-4-(2-cyclopropylmethoxy-5-methyl-phenyl)-5H-pyrrolo[3,2-d]pyrimidine-7-carboxylic acid (4-amino-cyclohexyl)-amide), ClC(=O)[C@H](C)OC(C)=O (acetic acid (S)-1-chlorocarbonyl-ethyl ester). Yields the product O[C@H](C(=O)N[C@@H]1CC[C@H](CC1)NC(=O)C1=CNC2=C1N=CN=C2C2=C(C=CC(=C2)C)OCC2CC2)C (trans-4-(2-Cyclopropylmethoxy-5-methyl-phenyl)-5H-pyrrolo[3,2-d]pyrimidine-7-carboxylic acid [4-((S)-2-hydroxy-propionylamino)-cyclohexyl]-amide). Reaction SMILES: [NH2:1][C@H:2]1[CH2:7][CH2:6][C@H:5]([NH:8][C:9]([C:11]2[C:15]3[N:16]=[CH:17][N:18]=[C:19]([C:20]4[CH:25]=[C:24]([CH3:26])[CH:23]=[CH:22][C:21]=4[O:27][CH2:28][CH:29]4[CH2:31][CH2:30]4)[C:14]=3[NH:13][CH:12]=2)=[O:10])[CH2:4][CH2:3]1.Cl[C:33]([C@@H:35]([O:37]C(=O)C)[CH3:36])=[O:34]>>[OH:37][C@@H:35]([CH3:36])[C:33]([NH:1][C@H:2]1[CH2:7][CH2:6][C@H:5]([NH:8][C:9]([C:11]2[C:15]3[N:16]=[CH:17][N:18]=[C:19]([C:20]4[CH:25]=[C:24]([CH3:26])[CH:23]=[CH:22][C:21]=4[O:27][CH2:28][CH:29]4[CH2:30][CH2:31]4)[C:14]=3[NH:13][CH:12]=2)=[O:10])[CH2:4][CH2:3]1)=[O:34]. Procedure details: Starting from trans-4-(2-cyclopropylmethoxy-5-methyl-phenyl)-5H-pyrrolo[3,2-d]pyrimidine-7-carboxylic acid (4-amino-cyclohexyl)-amide (example A170) and acetic acid (S)-1-chlorocarbonyl-ethyl ester the title compound is obtained as colorless solid.